Dataset: the Open Reaction Database (ORD), a public repository of structured organic reaction records. Task: describe an organic reaction: reactants, conditions, products, and yield The reactants are C1(CC1)C(=O)Cl (cyclopropane carboxylic acid chloride), C(CCCCCCCCCCC)O (1-dodecanol). Run in C1=CC=CC=C1 (benzene), CCCCC (pentane). Conditions: time 8 hour. Yields the product C1(CC1)C(=O)OCCCCCCCCCCCC (dodecyl cyclopropanecarboxylate). As a reaction SMILES: [CH:1]1([C:4](Cl)=[O:5])[CH2:3][CH2:2]1.[CH2:7]([OH:19])[CH2:8][CH2:9][CH2:10][CH2:11][CH2:12][CH2:13][CH2:14][CH2:15][CH2:16][CH2:17][CH3:18]>C1C=CC=CC=1.CCCCC>[CH:1]1([C:4]([O:19][CH2:7][CH2:8][CH2:9][CH2:10][CH2:11][CH2:12][CH2:13][CH2:14][CH2:15][CH2:16][CH2:17][CH3:18])=[O:5])[CH2:3][CH2:2]1. Procedure: To a stirred solution of 2.25 g. of cyclopropane carboxylic acid chloride in dry benzene, under nitrogen, is added 8 g. of 1-dodecanol. The mixture is stirred overnight and then diluted with pentane. The reaction mixture is worked up by washing with water and brine and then removing the solvent to yield dodecyl cyclopropanecarboxylate, b.p. 99°-100° (bath) at 0.03 mm. (I; p" is zero, R is n-dodecyl).